Task: describe an organic reaction: reactants, conditions, products, and yield. Dataset: the Open Reaction Database (ORD), a public repository of structured organic reaction records Reactants: C1(=CC=CC=C1)C(OC1CN(CC1)CCCN)C1=CC=CC=C1 (3-(diphenylmethoxy)-1-pyrrolidinepropanamine), ClC=1C=CC=2N(N1)C=C(N2)C(C(=O)OCC)(C)C (ehtyl 2-(6-chloroimidazo[1,2-b]pyridazin-2-yl)-2-methylpropionate), C([O-])(O)=O.[Na+] (sodium bicarbonate). Run in CN1C(CCC1)=O (1-methyl-2-pyrrolidone). Reaction conditions: temperature 170 celsius, time 8 hour. Yields the product Cl.Cl.C1(=CC=CC=C1)C(OC1CN(CC1)CCCNC=1C=CC=2N(N1)C=C(N2)C(C(=O)OCC)(C)C)C2=CC=CC=C2 (ethyl 2-[6-[3-[3-(diphenylmethoxy) pyrrolidino]propylamino]imidazo[1,2-b]pyridazin-2-yl]-2-methylpropionate dihydrochloride). Isolated yield 115.8%. Reaction SMILES: [C:1]1([CH:7]([C:18]2[CH:23]=[CH:22][CH:21]=[CH:20][CH:19]=2)[O:8][CH:9]2[CH2:13][CH2:12][N:11]([CH2:14][CH2:15][CH2:16][NH2:17])[CH2:10]2)[CH:6]=[CH:5][CH:4]=[CH:3][CH:2]=1.[Cl:24][C:25]1[CH:26]=[CH:27][C:28]2[N:29]([CH:31]=[C:32]([C:34]([CH3:41])([CH3:40])[C:35]([O:37][CH2:38][CH3:39])=[O:36])[N:33]=2)[N:30]=1.C(=O)(O)[O-].[Na+]>CN1CCCC1=O>[ClH:24].[ClH:24].[C:18]1([CH:7]([C:1]2[CH:2]=[CH:3][CH:4]=[CH:5][CH:6]=2)[O:8][CH:9]2[CH2:13][CH2:12][N:11]([CH2:14][CH2:15][CH2:16][NH:17][C:25]3[CH:26]=[CH:27][C:28]4[N:29]([CH:31]=[C:32]([C:34]([CH3:40])([CH3:41])[C:35]([O:37][CH2:38][CH3:39])=[O:36])[N:33]=4)[N:30]=3)[CH2:10]2)[CH:23]=[CH:22][CH:21]=[CH:20][CH:19]=1 |f:2.3,5.6.7|. Procedure: 1.53 g of 3-(diphenylmethoxy)-1-pyrrolidinepropanamine and 660 mg of ehtyl 2-(6-chloroimidazo[1,2-b]pyridazin-2-yl)-2-methylpropionate were dissolved in 3 ml of 1-methyl-2-pyrrolidone, followed by stirring in an oil bath (170° C.) for 8 hours. After cooling, saturated aqueous sodium bicarbonate was added, followed by extraction with ethyl acetate; the extract was washed with water and saturated saline and dried with magnesium sulfate. The solution was concentrated under reduced pressure; the res...